Dataset: the Open Reaction Database (ORD), a public repository of structured organic reaction records. Task: describe an organic reaction: reactants, conditions, products, and yield Reactants: NC1=C(C=C(C=C1)N1C(=NC(=C1)C)C)C (1-(4-amino-3-methylphenyl)-2,4-dimethylimidazole), II (iodine), N (ammonia), CCOCC (ether). The reagents and catalysts are S(=O)(=O)([O-])[O-].[Ag+2] (Silver sulphate). Solvent: S(O)(O)(=O)=O (sulphuric acid). Reaction conditions: temperature 55 celsius. Yields the product NC1=C(C=C(C=C1)N1C(=NC(=C1I)C)C)C (1-(4-Amino-3-methylphenyl)-5-iodo-2,4-dimethylimidazole). Isolated yield 78.1%. RXN SMILES: [I:1]I.[NH2:3][C:4]1[CH:9]=[CH:8][C:7]([N:10]2[CH:14]=[C:13]([CH3:15])[N:12]=[C:11]2[CH3:16])=[CH:6][C:5]=1[CH3:17].N.CCOCC>S(=O)(=O)(O)O.S([O-])([O-])(=O)=O.[Ag+2]>[NH2:3][C:4]1[CH:9]=[CH:8][C:7]([N:10]2[C:14]([I:1])=[C:13]([CH3:15])[N:12]=[C:11]2[CH3:16])=[CH:6][C:5]=1[CH3:17] |f:5.6|. Procedure details: Silver sulphate (21.8 g) and crushed iodine (35.5 g) were added portionwise to a stirred solution of 1-(4-amino-3-methylphenyl)-2,4-dimethylimidazole (25.4 g) in sulphuric acid (100 cm3) cooled to -10°. After heating at 55° C. for 2 hours, the cooled mixture was poured onto ice (500 g). The mixture was cautiously adjusted to pH8 by addition of concentrated ammonia solution (S.G. 0.880) and extracted with chloroform (2×500 cm3). The organic extracts were combined, filtered through "Arbocel" (sili... Starting materials: BrCc1ccnc(Br)c1, CC#N, CN(C)C=O, CC1(C)NC(=O)N(c2ccc(OC(F)(F)F)cc2)C1=O, CC#N, [H-], [Na+], O, O. The product is CC1(C)C(=O)N(c2ccc(OC(F)(F)F)cc2)C(=O)N1Cc1ccnc(Br)c1. RXN SMILES: [Br:23][c:24]1[n:25][cH:26][cH:27][c:28]([CH2:30][Br:31])[cH:29]1.[C:38](#[N:39])[CH3:40].[CH3:33][N:34]([CH3:35])[CH:36]=[O:37].[CH3:3][C:4]1([CH3:22])[C:5](=[O:21])[N:6]([c:10]2[cH:11][cH:12][c:13]([O:16][C:17]([F:18])([F:19])[F:20])[cH:14][cH:15]2)[C:7](=[O:9])[NH:8]1.[CH3:42][C:43]#[N:44].[H-:1].[Na+:2].[OH2:32].[OH2:41]>>[CH3:3][C:4]1([CH3:22])[C:5](=[O:21])[N:6]([c:10]2[cH:11][cH:12][c:13]([O:16][C:17]([F:18])([F:19])[F:20])[cH:14][cH:15]2)[C:7](=[O:9])[N:8]1[CH2:30][c:28]1[cH:27][cH:26][n:25][c:24]([Br:23])[cH:29]1. The reactants are SCc1ccccc1, CC#N, Cc1ccccc1, C=C(Cl)CN=C=S, C1CN2CCN1CC2. Product: C=C(Cl)CNC(=S)SCc1ccccc1. RXN SMILES: [CH2:8]([c:9]1[cH:10][cH:11][cH:12][cH:13][cH:14]1)[SH:15].[CH3:24][C:25]#[N:26].[CH3:27][c:28]1[cH:29][cH:30][cH:31][cH:32][cH:33]1.[Cl:1][C:2]([CH2:3][N:4]=[C:5]=[S:6])=[CH2:7].[N:16]12[CH2:17][CH2:18][N:19]([CH2:20][CH2:21]1)[CH2:22][CH2:23]2>>[Cl:1][C:2]([CH2:3][NH:4][C:5](=[S:6])[S:15][CH2:8][c:9]1[cH:10][cH:11][cH:12][cH:13][cH:14]1)=[CH2:7]. Run in CO (methanol). Procedure: The 6-methoxy-5-(pentafluoroethyl)-1-naphthalenecarboxylic acid, methyl ester (2.82 g, 8.44 mmol), methanol (50 ml) and 2N aqueous sodium hydroxide (8.43 ml) were stirred at room temperature overnight. The mixture was cooled to 0° C., neutralized with 1N aqueous hydrochloric acid to pH 8 and the methanol evaporated off. Water was added to the residue and neutral impurities were removed by extraction with ethyl acetate. The aqueous layer was cooled to 0°, acidified to pH 1-3 with 1N aqueous hydro... Conditions: temperature 0 celsius. The yield is 79.2%. Yields the product COC=1C(=C2C=CC=C(C2=CC1)C(=O)O)C(C(F)(F)F)(F)F (6-methoxy-5-(pentafluoroethyl)-1-naphthalene carboxylic acid). Reactants: COC=1C(=C2C=CC=C(C2=CC1)C(=O)OC)C(C(F)(F)F)(F)F (6-methoxy-5-(pentafluoroethyl)-1-naphthalenecarboxylic acid, methyl ester), [OH-].[Na+] (sodium hydroxide), Cl (hydrochloric acid). Reaction SMILES: [CH3:1][O:2][C:3]1[C:4]([C:17]([F:23])([F:22])[C:18]([F:21])([F:20])[F:19])=[C:5]2[C:10](=[CH:11][CH:12]=1)[C:9]([C:13]([O:15]C)=[O:14])=[CH:8][CH:7]=[CH:6]2.[OH-].[Na+].Cl>CO>[CH3:1][O:2][C:3]1[C:4]([C:17]([F:22])([F:23])[C:18]([F:19])([F:20])[F:21])=[C:5]2[C:10](=[CH:11][CH:12]=1)[C:9]([C:13]([OH:15])=[O:14])=[CH:8][CH:7]=[CH:6]2 |f:1.2|. Starting materials: CCBr, [K+], [K+], O=C([O-])[O-], CN(C)C=O, O=[N+]([O-])c1ccc(O)cc1CO. The product is CCOc1ccc([N+](=O)[O-])c(CO)c1. Reaction SMILES: [Br:13][CH2:14][CH3:15].[K+:16].[K+:17].[O-:18][C:19]([O-:20])=[O:21].[O:22]=[CH:23][N:24]([CH3:25])[CH3:26].[OH:1][CH2:2][c:3]1[cH:4][c:5]([OH:12])[cH:6][cH:7][c:8]1[N+:9](=[O:10])[O-:11]>>[OH:1][CH2:2][c:3]1[cH:4][c:5]([O:12][CH2:14][CH3:15])[cH:6][cH:7][c:8]1[N+:9](=[O:10])[O-:11]. Starting materials: ClCC(CCCl)O (1,4-dichloro-2-butanol), OC1=CC=C(C(=O)N)C=C1 (4-hydroxybenzamide). The product is ClCCC(COC1=CC=C(C(=O)N)C=C1)O (4-(4-Chloro-2-hydroxybutoxy)benzamide). Yield: 25.0%. RXN SMILES: Cl[CH2:2][CH:3]([OH:7])[CH2:4][CH2:5][Cl:6].[OH:8][C:9]1[CH:17]=[CH:16][C:12]([C:13]([NH2:15])=[O:14])=[CH:11][CH:10]=1>>[Cl:6][CH2:5][CH2:4][CH:3]([OH:7])[CH2:2][O:8][C:9]1[CH:17]=[CH:16][C:12]([C:13]([NH2:15])=[O:14])=[CH:11][CH:10]=1. Procedure: Utilizing the procedure of Preparation 21, 1,4-dichloro-2-butanol was reacted with 4-hydroxybenzamide to give white title compound, m.p. 150°-153° C. in 25% yield. The recrystallizing solvent was 95% ethanol.